This data is from the Open Reaction Database (ORD), a public repository of structured organic reaction records. The task is: describe an organic reaction: reactants, conditions, products, and yield The reactants are C[O-], CO, [Na+], CN(C)C=O, Cc1ncccc1O. Yields the product COc1cccnc1C. As a reaction SMILES: [CH3:1][O-:2].[CH3:4][OH:5].[Na+:3].[O:14]=[CH:15][N:16]([CH3:17])[CH3:18].[OH:6][c:7]1[c:8]([CH3:13])[n:9][cH:10][cH:11][cH:12]1>>[CH3:1][O:6][c:7]1[c:8]([CH3:13])[n:9][cH:10][cH:11][cH:12]1. Reactants: CC1=CC=C(C=C1)N1NC(C(C1=O)=O)C (1-(4′-methylphenyl)-3-methyl-4,5-pyrazolinedione), 1-(4′-methylphenyl)-3-(5′-pyrazolyl)-4,5-pyrazolinedione, CC1=CC=C(C=C1)N1NC(C(C1=O)=O)C1=CC=C(C=C1)OC (1-(4′-methylphenyl)-3-(4′-methoxyphenyl)-4,5-pyrazolinedione), CC1=CC=C(C=C1)N1NC(C(C1=O)=O)NC(C)=O (1-(4′-methylphenyl)-3-acetamido-4,5-pyrazolinedione), CC1=CC=C(C=C1)N1NC(C(C1=O)=O)N(C)C (1-(4′-methylphenyl)-3-dimethylamino-4,5-pyrazolinedione), 1-(4′-methylphenyl)-3-(2′-furyl)-4,5-pyrazolinedione, CC1=CC=C(C=C1)N1NC(C(C1=O)=O)N(CC)CC (1-(4-methylphenyl)-3-diethylamino-4,5-pyrazolinedione), 1-(4′-methylphenyl)-3-(2′-thienyl)-4,5-pyrazolinedione, CC1=CC=C(C=C1)N1NC(C(C1=O)=O)C1=CC=C(C=C1)C (1-(4′-methylphenyl)-3-(4′-methylphenyl)-4,5-pyrazolinedione), CC1=CC=C(C=C1)N1NC(C(C1=O)=O)C1=CC=CC=C1 (1-(4′-methylphenyl)-3-phenyl-4,5-pyrazolinedione), CC1=CC=C(C=C1)N1NC(C(C1=O)=O)C(=O)OC (1-(4′-methylphenyl)-3-methoxycarbonyl-4,5-pyrazolinedione), CC1=CC=C(C=C1)N1NC(C(C1=O)=O)C(=O)OCC (1-(4′-methylphenyl)-3-ethoxycarbonyl-4,5-pyrazolinedione), CC1=CC=C(C=C1)N1NC(C(C1=O)=O)C1=CC(=CC=C1)OC (1-(4′-methylphenyl)-3-(3′-methoxyphenyl)-4,5-pyrazolinedione), CC1=CC=C(C=C1)N1NC(C(C1=O)=O)OCC (1-(4′-methylphenyl)-3-ethoxy-4,5-pyrazolinedione), CC1=CC=C(C=C1)N1NC(C(C1=O)=O)OC (1-(4′-methylphenyl)-3-methoxy-4,5-pyrazolinedione), CC1=CC=C(C=C1)N1NC(C(C1=O)=O)C(=O)O (1-(4′-methylphenyl)-3-carboxy-4,5-pyrazolinedione), CC1=CC=C(C=C1)N1NC(C(C1=O)=O)C1=CC=C(C=C1)Cl (1-(4′-methylphenyl)-3-(4′-chlorophenyl)-4,5-pyrazolinedione), CC1=CC=C(C=C1)N1NC(C(C1=O)=O)C1=CC(=CC=C1)[N+](=O)[O-] (1-(4′-methylphenyl)-3-(3′-nitrophenyl)-4,5-pyrazolinedione). Yields the product CC1=CC=C(C=C1)N1NCC(C1=O)=O (1-(4′-methylphenyl)-4,5-pyrazolinedione). RXN SMILES: [CH3:1][C:2]1[CH:7]=[CH:6][C:5]([N:8]2[C:12](=[O:13])[C:11](=[O:14])[CH:10](C)[NH:9]2)=[CH:4][CH:3]=1.CC1C=CC(N2C(=O)C(=O)C(C3C=CC=CC=3)N2)=CC=1.CC1C=CC(N2C(=O)C(=O)C(C3C=CC(Cl)=CC=3)N2)=CC=1.CC1C=CC(N2C(=O)C(=O)C(C3C=CC=C(OC)C=3)N2)=CC=1.CC1C=CC(N2C(=O)C(=O)C(C3C=CC(OC)=CC=3)N2)=CC=1.CC1C=CC(N2C(=O)C(=O)C(C3C=CC=C([N+]([O-])=O)C=3)N2)=CC=1.CC1C=CC(N2C(=O)C(=O)C(C3C=CC(C)=CC=3)N2)=CC=1.CC1C=CC(N2C(=O)C(=O)C(OC)N2)=CC=1.CC1C=CC(N2C(=O)C(=O)C(OCC)N2)=CC=1.CC1C=CC(N2C(=O)C(=O)C(N(C)C)N2)=CC=1.CC1C=CC(N2C(=O)C(=O)C(N(CC)CC)N2)=CC=1.CC1C=CC(N2C(=O)C(=O)C(NC(=O)C)N2)=CC=1.CC1C=CC(N2C(=O)C(=O)C(C(O)=O)N2)=CC=1.CC1C=CC(N2C(=O)C(=O)C(C(OC)=O)N2)=CC=1.CC1C=CC(N2C(=O)C(=O)C(C(OCC)=O)N2)=CC=1>>[CH3:1][C:2]1[CH:3]=[CH:4][C:5]([N:8]2[C:12](=[O:13])[C:11](=[O:14])[CH2:10][NH:9]2)=[CH:6][CH:7]=1. Procedure: 1-(4′-methylphenyl)-3-methyl-4,5-pyrazolinedione; 1-(4′-methylphenyl)-3-phenyl-4,5-pyrazolinedione; 1-(4′-methylphenyl)-3-(4′-chlorophenyl)-4,5-pyrazolinedione; 1-(4′-methylphenyl)-3-(3′-methoxyphenyl)-4,5-pyrazolinedione; 1-(4′-methylphenyl)-3-(4′-methoxyphenyl)-4,5-pyrazolinedione; 1-(4′-methylphenyl)-3-(3′-nitrophenyl)-4,5-pyrazolinedione; 1-(4′-methylphenyl)-3-(4′-methylphenyl)-4,5-pyrazolinedione; 1-(4′-methylphenyl)-3-(2′-furyl)-4,5-pyrazolinedione; 1-(4′-methylphenyl)-3-(2′-thienyl)-4,5-p... The reactants are FC1=CC=C(C=C1)N1N=CC2=CC(=CC=C12)C(CCN)C1=CC=CC=C1 (3-(1-(4-fluorophenyl)-1H-indazol-5-yl)-3-phenylpropan-1-amine), FC(CC(=O)O)(F)F (3,3,3-trifluoropropionic acid). The product is FC(CC(=O)NCCC(C1=CC=CC=C1)C=1C=C2C=NN(C2=CC1)C1=CC=C(C=C1)F)(F)F (3,3,3-trifluoro-N-(3-(1-(4-fluorophenyl)-1H-indazol-5-yl)-3-phenylpropyl)propanamide). Yield: 97.0%. Reaction SMILES: [F:1][C:2]1[CH:7]=[CH:6][C:5]([N:8]2[C:16]3[C:11](=[CH:12][C:13]([CH:17]([C:21]4[CH:26]=[CH:25][CH:24]=[CH:23][CH:22]=4)[CH2:18][CH2:19][NH2:20])=[CH:14][CH:15]=3)[CH:10]=[N:9]2)=[CH:4][CH:3]=1.[F:27][C:28]([F:34])([F:33])[CH2:29][C:30](O)=[O:31]>>[F:27][C:28]([F:34])([F:33])[CH2:29][C:30]([NH:20][CH2:19][CH2:18][CH:17]([C:13]1[CH:12]=[C:11]2[C:16](=[CH:15][CH:14]=1)[N:8]([C:5]1[CH:4]=[CH:3][C:2]([F:1])=[CH:7][CH:6]=1)[N:9]=[CH:10]2)[C:21]1[CH:22]=[CH:23][CH:24]=[CH:25][CH:26]=1)=[O:31]. Reported procedure: Prepared from 3-(1-(4-fluorophenyl)-1H-indazol-5-yl)-3-phenylpropan-1-amine (25 mg, 0.05 mmol) and 3,3,3-trifluoropropionic acid using General Coupling Method A to give 24 mg (97%) of 3,3,3-trifluoro-N-(3-(1-(4-fluorophenyl)-1H-indazol-5-yl)-3-phenylpropyl)propanamide. MS found: (M+H)+=456. Starting materials: [Cl-].[NH4+] (ammonium chloride), C1(=CC=CC=C1)S(=O)(=O)CC1=C(C(=CC=C1)N1CCN(CC1)C)N (2-benzenesulfonylmethyl-6-(4-methyl-piperazin-1-yl)-phenylamine), C1(=CC=C(C=C1)S(=O)(=O)O)C (p-toluenesulfonic acid), [OH-].[K+] (KOH). Solvent: CCOC(=O)C (EtOAc), C(OC)(OC)OC (trimethyl orthoformate). Conditions: temperature 60 celsius, time 8 hour. Product: C1(=CC=CC=C1)S(=O)(=O)C1=CNC2=C(C=CC=C12)N1CCN(CC1)C (3-benzenesulfonyl-7-(4-methyl-piperazin-1-yl)-1H-indole). The yield is 767.1%. Reaction SMILES: [C:1]1([S:7]([CH2:10][C:11]2[CH:16]=[CH:15][CH:14]=[C:13]([N:17]3[CH2:22][CH2:21][N:20]([CH3:23])[CH2:19][CH2:18]3)[C:12]=2[NH2:24])(=[O:9])=[O:8])[CH:6]=[CH:5][CH:4]=[CH:3][CH:2]=1.[C:25]1(C)C=CC(S(O)(=O)=O)=CC=1.[OH-].[K+].[Cl-].[NH4+]>C(OC)(OC)OC.CCOC(C)=O>[C:1]1([S:7]([C:10]2[C:11]3[C:12](=[C:13]([N:17]4[CH2:22][CH2:21][N:20]([CH3:23])[CH2:19][CH2:18]4)[CH:14]=[CH:15][CH:16]=3)[NH:24][CH:25]=2)(=[O:8])=[O:9])[CH:2]=[CH:3][CH:4]=[CH:5][CH:6]=1 |f:2.3,4.5|. Procedure: To a solution of 2.3 g of 2-benzenesulfonylmethyl-6-(4-methyl-piperazin-1-yl)-phenylamine in 20 mL trimethyl orthoformate was added p-toluenesulfonic acid (120 mg). The mixture was heated under reflux in a nitrogen atmosphere for 2 hours. The mixture was cooled to 60° C. and one flake of KOH was added. The mixture was reheated to reflux for 1.5 hours. The heating oil bath was turned off and the mixture stirred overnight under nitrogen. The mixture was treated with 50 mL saturated ammonium chlori... Product: CC(C)(S(=O)(=O)C)C=1C=C2C=CC=NC2=C(C1)C=1C=C(C=CC1)C1=NC2=CC=CC=C2N=C1C1=CC=C(C=C1)S(=O)(=O)C (2-(3-{6-[1-methyl-1-(methylsulfonyl)ethyl]quinolin-8-yl}phenyl)-3-[4-(methylsulfonyl)phenyl]quinoxaline). Starting materials: BrC(C(=O)C1=CC=C(C=C1)S(=O)(=O)C)C1=CC(=CC=C1)C=1C=C(C=C2C=CC=NC12)C(C)(S(=O)(=O)C)C (2-bromo-2-(3-{6-[1-methyl-1-(methylsulfonyl)ethyl]quinolin-8-yl}phenyl)-1-[4-(methylsulfonyl)phenyl]ethanone), NC1=C(C=CC=C1)N (1,2-diaminobenzene). Procedure: A solution of 2-bromo-2-(3-{6-[1-methyl-1-(methylsulfonyl)ethyl]quinolin-8-yl}phenyl)-1-[4-(methylsulfonyl)phenyl]ethanone from EXAMPLE 1, step 4 in DMF (0.05M) and 1,2-diaminobenzene (2 eq) was stirred at 130° C. for 18 h. The reaction mixture was cooled to rt, diluted with water and extracted with EtOAc. The organic extracts were washed with brine, dried over MgSO4, filtered and concentrated. The residue was purified by flash chromatography (hexane:EtOAc, 1:1) to afforded the title compound. Solvent: O (water), CN(C)C=O (DMF). Reaction SMILES: Br[CH:2]([C:15]1[CH:20]=[CH:19][CH:18]=[C:17]([C:21]2[CH:22]=[C:23]([C:31]([CH3:37])([S:33]([CH3:36])(=[O:35])=[O:34])[CH3:32])[CH:24]=[C:25]3[C:30]=2[N:29]=[CH:28][CH:27]=[CH:26]3)[CH:16]=1)[C:3]([C:5]1[CH:10]=[CH:9][C:8]([S:11]([CH3:14])(=[O:13])=[O:12])=[CH:7][CH:6]=1)=O.[NH2:38][C:39]1[CH:44]=[CH:43][CH:42]=[CH:41][C:40]=1[NH2:45]>CN(C=O)C.O>[CH3:37][C:31]([C:23]1[CH:24]=[C:25]2[C:30](=[C:21]([C:17]3[CH:16]=[C:15]([C:2]4[C:3]([C:5]5[CH:10]=[CH:9][C:8]([S:11]([CH3:14])(=[O:12])=[O:13])=[CH:7][CH:6]=5)=[N:45][C:40]5[C:39](=[CH:44][CH:43]=[CH:42][CH:41]=5)[N:38]=4)[CH:20]=[CH:19][CH:18]=3)[CH:22]=1)[N:29]=[CH:28][CH:27]=[CH:26]2)([S:33]([CH3:36])(=[O:35])=[O:34])[CH3:32]. The reactants are OC(CN1C[C@H](CCC1)C(=O)OCC)C1=CC=C(C=C1)/C(/N)=N/O ((3S)-ethyl 1-(2-hydroxy-2-(4-((Z)—N′-hydroxycarbamimidoyl)phenyl)ethyl)piperidine-3-carboxylate), CCN(C(C)C)C(C)C (DIEA), C(C(C)C)C1=C(C(=NO1)C(=O)F)C(F)(F)F (5-isobutyl-4-(trifluoromethyl)isoxazole-3-carbonyl fluoride). The solvent is C(C)#N (acetonitrile), ClCCl (dichloromethane). Yields the product OC(CN1C[C@H](CCC1)C(=O)OCC)C1=CC=C(C=C1)C1=NOC(=N1)C1=NOC(=C1C(F)(F)F)CC(C)C ((3S)-ethyl 1-(2-hydroxy-2-(4-(5-(5-isobutyl-4-(trifluoromethyl)isoxazol-3-yl)-1,2,4-oxadiazol-3-yl)phenyl)ethyl)piperidine-3-carboxylate). The yield is 54.5%. As a reaction SMILES: [CH2:1]([C:5]1[O:9][N:8]=[C:7]([C:10](F)=[O:11])[C:6]=1[C:13]([F:16])([F:15])[F:14])[CH:2]([CH3:4])[CH3:3].[OH:17][CH:18]([C:31]1[CH:36]=[CH:35][C:34](/[C:37](=[N:39]/O)/[NH2:38])=[CH:33][CH:32]=1)[CH2:19][N:20]1[CH2:25][CH2:24][CH2:23][C@H:22]([C:26]([O:28][CH2:29][CH3:30])=[O:27])[CH2:21]1.CCN(C(C)C)C(C)C>C(#N)C.ClCCl>[OH:17][CH:18]([C:31]1[CH:36]=[CH:35][C:34]([C:37]2[N:39]=[C:10]([C:7]3[C:6]([C:13]([F:16])([F:15])[F:14])=[C:5]([CH2:1][CH:2]([CH3:4])[CH3:3])[O:9][N:8]=3)[O:11][N:38]=2)=[CH:33][CH:32]=1)[CH2:19][N:20]1[CH2:25][CH2:24][CH2:23][C@H:22]([C:26]([O:28][CH2:29][CH3:30])=[O:27])[CH2:21]1. Procedure: A mixture of 5-isobutyl-4-(trifluoromethyl)isoxazole-3-carbonyl fluoride; Int-V-D (0.045 g, 0.188 mmol), (3S)-ethyl 1-(2-hydroxy-2-(4-((Z)—N′-hydroxycarbamimidoyl)phenyl)ethyl)piperidine-3-carboxylate (0.063 g, 0.188 mmol), and DIEA (0.043 mL, 0.245 mmol) in acetonitrile (1 mL) was stirred at room temperature for 4 days. The reaction was complete by HPLC. The reaction mixture was diluted with dichloromethane, washed with a saturated aqueous solution of sodium bicarbonate, dried over anhydrous so... Reactants: C(C)OC(=O)C1C(C=2C=CN=CC2C1=O)=O (5,7-Dioxo-6,7-dihydro-5H-[2]pyrindine-6-carboxylic acid ethyl ester), COC1=CC(=CC=C1)N (m-anisidine), C(C)(=O)O (acetic acid). Solvent: C1(=CC=CC=C1)C (toluene). Product: COC=1C=C(C=CC1)NC(=O)C1C(C=2C=CN=CC2C1=O)=O (5,7-dioxo-6,7-dihydro-5H-[2]pyrindine-6-carboxylic acid (3-methoxy-phenyl)-amide). RXN SMILES: C(O[C:4]([CH:6]1[C:14](=[O:15])[C:13]2[CH:12]=[N:11][CH:10]=[CH:9][C:8]=2[C:7]1=[O:16])=[O:5])C.[CH3:17][O:18][C:19]1[CH:24]=[CH:23][CH:22]=[C:21]([NH2:25])[CH:20]=1.C(O)(=O)C>C1(C)C=CC=CC=1>[CH3:17][O:18][C:19]1[CH:20]=[C:21]([NH:25][C:4]([CH:6]2[C:14](=[O:15])[C:13]3[CH:12]=[N:11][CH:10]=[CH:9][C:8]=3[C:7]2=[O:16])=[O:5])[CH:22]=[CH:23][CH:24]=1. Procedure details: 5,7-Dioxo-6,7-dihydro-5H-[2]pyrindine-6-carboxylic acid ethyl ester (18 g) (see, Robin D. Allan and Joyce Fong, Aust. J. Chem., Vol. 36, pp. 1221-1226, 1983), m-anisidine (17.7 ml) and acetic acid (9 ml) were suspended in toluene (1,000 ml). This mixture was refluxed for 110 minutes under nitrogen. The mixture was cooled to room temperature and the precipitate was collected with suction. The precipitate was washed with toluene and dichloromethane and dried under reduced pressure to give a brown ...